From a dataset of the Open Reaction Database (ORD), a public repository of structured organic reaction records. describe an organic reaction: reactants, conditions, products, and yield Starting materials: M-indole, C1=CC=CC2=NC=C3C=CC=CC3=C12 (phenanthridine), C1(=CC=CC2=CC=CC=C12)C(=O)Cl (1-naphthoyl chloride), N1C=CC2=CC=CC=C12 (indole). The product is N1C=C(C2=CC=CC=C12)C1N(C=2C=CC=CC2C2=CC=CC=C12)C(=O)C1=CC=CC2=CC=CC=C12 ([6-(1H-Indol-3-yl)-6H-phenanthridin-5-yl]-naphthalen-1-yl-methanone). RXN SMILES: [CH:1]1[C:14]2[C:5](=[N:6][CH:7]=[C:8]3[C:13]=2[CH:12]=[CH:11][CH:10]=[CH:9]3)[CH:4]=[CH:3][CH:2]=1.[C:15]1([C:25](Cl)=[O:26])[C:24]2[C:19](=[CH:20][CH:21]=[CH:22][CH:23]=2)[CH:18]=[CH:17][CH:16]=1.[NH:28]1[C:36]2[C:31](=[CH:32][CH:33]=[CH:34][CH:35]=2)[CH:30]=[CH:29]1>>[NH:28]1[C:36]2[C:31](=[CH:32][CH:33]=[CH:34][CH:35]=2)[C:30]([CH:7]2[C:8]3[C:13](=[CH:12][CH:11]=[CH:10][CH:9]=3)[C:14]3[CH:1]=[CH:2][CH:3]=[CH:4][C:5]=3[N:6]2[C:25]([C:15]2[C:24]3[C:19](=[CH:20][CH:21]=[CH:22][CH:23]=3)[CH:18]=[CH:17][CH:16]=2)=[O:26])=[CH:29]1. Procedure: [6-(1H-Indol-3-yl)-6H-phenanthridin-5-yl]-naphthalen-1-yl-methanone was prepared from phenanthridine, 1-naphthoyl chloride, and indole according to GP 2. Yield, 2%. (+)-ESI-MS: m/z=451 [M+H]+, 334 [M-indole+H]+. Reactants: [H-].[Al+3].[Li+].[H-].[H-].[H-] (lithium aluminium hydride), resultant mixture, C(=O)(O)C12CC3(CC(CC(C1)C3)C2)O (1-carboxy-3-adamantanol). The solvent is O1CCCC1 (tetrahydrofurane). Yields the product OCC12CC3(CC(CC(C1)C3)C2)O (1-hydroxymethyl-3-adamantanol). Yield: 95.0%. Reaction SMILES: [H-].[Al+3].[Li+].[H-].[H-].[H-].[C:7]([C:10]12[CH2:19][CH:14]3[CH2:15][CH:16]([CH2:18][C:12]([OH:20])([CH2:13]3)[CH2:11]1)[CH2:17]2)(O)=[O:8]>O1CCCC1>[OH:8][CH2:7][C:10]12[CH2:17][CH:16]3[CH2:15][CH:14]([CH2:13][C:12]([OH:20])([CH2:18]3)[CH2:11]1)[CH2:19]2 |f:0.1.2.3.4.5|. Procedure details: In an atmosphere of nitrogen, 15 mmole of lithium aluminium hydride was suspended into 15 mL of tetrahydrofurane (THF). To the resultant mixture was slowly added 10 mmole of 1-carboxy-3-adamantanol obtained by the method of Example 2 while keeping the temperature of the mixture at 10° C. or below by using an ice bath. After warming the mixture to room temperature, the mixture was refluxed for 16 hours. As a result, 1-hydroxymethyl-3-adamantanol (yield 95%) was obtained. The conversion of 1-carbo...